Dataset: the Open Reaction Database (ORD), a public repository of structured organic reaction records. Task: describe an organic reaction: reactants, conditions, products, and yield Starting materials: example 3 ( g ), OCCOC1=CC=C(C=C1)CC(C(=O)OCC)OC1=CC=C(C=C1)C(C)C (ethyl 3-[4-(2-hydroxyethoxy)phenyl]-2-(4-isopropylphenoxy)propionate), CS(=O)(=O)Cl (methanesulfonyl chloride). Run in C(C)N(CC)CC (triethylamine). Product: C(C)(C)C1=CC=C(OC(C(=O)OCC)CC2=CC=C(C=C2)OCCOS(=O)(=O)C)C=C1 (Ethyl 2-(4-isopropylphenoxy)-3-[4-(2-methanesulfonyloxyethoxy)phenyl]-propionate). As a reaction SMILES: [OH:1][CH2:2][CH2:3][O:4][C:5]1[CH:10]=[CH:9][C:8]([CH2:11][CH:12]([O:18][C:19]2[CH:24]=[CH:23][C:22]([CH:25]([CH3:27])[CH3:26])=[CH:21][CH:20]=2)[C:13]([O:15][CH2:16][CH3:17])=[O:14])=[CH:7][CH:6]=1.[CH3:28][S:29](Cl)(=[O:31])=[O:30]>C(N(CC)CC)C>[CH:25]([C:22]1[CH:21]=[CH:20][C:19]([O:18][CH:12]([CH2:11][C:8]2[CH:7]=[CH:6][C:5]([O:4][CH2:3][CH2:2][O:1][S:29]([CH3:28])(=[O:31])=[O:30])=[CH:10][CH:9]=2)[C:13]([O:15][CH2:16][CH3:17])=[O:14])=[CH:24][CH:23]=1)([CH3:26])[CH3:27]. Reported procedure: In a similar manner to that described in Reference example 3 (g), a reaction was carried out using ethyl 3-[4-(2-hydroxyethoxy)phenyl]-2-(4-isopropylphenoxy)propionate (16.2 g), which is the product of Reference example 5(f), triethylamine (12.1 ml) and methanesulfonyl chloride (5.05 ml) and the reaction mixture was treated to afford the desired compound (19.6 g) as a syrup. Starting materials: O.[OH-].[Li+] (Lithium hydroxide monohydrate), O1CCCC1 (tetrahydrofuran), C(C)OP(OCC)(=O)C1CC[C@H]2COC[C@H](N2C1=O)C1=CC(=C(C(=C1)F)F)F ([(4R,9aS)-6-oxo-4-(3,4,5-trifluorophenyl)octahydropyrido[2,1-c][1,4]oxazin-7-yl]phosphonic acid diethyl ester), COC=1C=C(C=O)C=CC1N1C=NC(=C1)C (3-methoxy-4-(4-methyl-1H-imidazol-1-yl)benzaldehyde). The solvent is C(C)O (ethanol), O (water), C(C)(=O)OCC (ethyl acetate). Reaction conditions: time 2 hour. The product is COC=1C=C(\C=C\2/CC[C@H]3COC[C@H](N3C2=O)C2=CC(=C(C(=C2)F)F)F)C=CC1N1C=NC(=C1)C ((E)-(4R,9aS)-7-[3-methoxy-4-(4-methyl-1H-imidazol-1-yl)benzylidene]-4-(3,4,5-trifluorophenyl)hexahydropyrido[2,1-c][1,4]oxazin-6-one). Yield: 38.2%. RXN SMILES: O.[OH-].[Li+].O1CCCC1.C(OP([CH:17]1[C:26](=[O:27])[N:25]2[C@H:20]([CH2:21][O:22][CH2:23][C@H:24]2[C:28]2[CH:33]=[C:32]([F:34])[C:31]([F:35])=[C:30]([F:36])[CH:29]=2)[CH2:19][CH2:18]1)(=O)OCC)C.[CH3:37][O:38][C:39]1[CH:40]=[C:41]([CH:44]=[CH:45][C:46]=1[N:47]1[CH:51]=[C:50]([CH3:52])[N:49]=[CH:48]1)[CH:42]=O>O.C(OCC)(=O)C.C(O)C>[CH3:37][O:38][C:39]1[CH:40]=[C:41]([CH:44]=[CH:45][C:46]=1[N:47]1[CH:51]=[C:50]([CH3:52])[N:49]=[CH:48]1)/[CH:42]=[C:17]1\[CH2:18][CH2:19][C@@H:20]2[N:25]([C:26]\1=[O:27])[C@H:24]([C:28]1[CH:29]=[C:30]([F:36])[C:31]([F:35])=[C:32]([F:34])[CH:33]=1)[CH2:23][O:22][CH2:21]2 |f:0.1.2|. Reported procedure: Lithium hydroxide monohydrate (63.4 mg) was added to a solution mixture of tetrahydrofuran (6 mL) and ethanol (2 mL) of [(4R,9aS)-6-oxo-4-(3,4,5-trifluorophenyl)octahydropyrido[2,1-c][1,4]oxazin-7-yl]phosphonic acid diethyl ester (372 mg) and 3-methoxy-4-(4-methyl-1H-imidazol-1-yl)benzaldehyde (229 mg) at room temperature. The resulting reaction solution was stirred at room temperature for 2 hr, and ethyl acetate and water were added thereto. The organic layer was separated, washed with saturate... Reactants: N1C=NC(=C1)C=O (Imidazole-4-carboxaldehyde), [H-].[Na+] (sodium hydride), BrCCC1=CC=CC=C1 ((2-Bromoethyl)benzene). Run in O1CCCC1 (tetrahydrofuran). Run at time 30 minute. The product is C1(=CC=CC=C1)CCN1C=NC(=C1)C=O (1-(2-Phenylethyl)-1H-imidazole-4-carboxaldehyde). Reaction SMILES: [NH:1]1[CH:5]=[C:4]([CH:6]=[O:7])[N:3]=[CH:2]1.[H-].[Na+].Br[CH2:11][CH2:12][C:13]1[CH:18]=[CH:17][CH:16]=[CH:15][CH:14]=1>O1CCCC1>[C:13]1([CH2:12][CH2:11][N:1]2[CH:5]=[C:4]([CH:6]=[O:7])[N:3]=[CH:2]2)[CH:18]=[CH:17][CH:16]=[CH:15][CH:14]=1 |f:1.2|. Procedure: Imidazole-4-carboxaldehyde (6.73 g, 70 mmol) was added portionwise to a suspension of sodium hydride (1.68 g, 60% dispersion in mineral oil, 70 mmol) in tetrahydrofuran (280 ml), and the mixture was then stirred at room temperature for 30 minutes. (2-Bromoethyl)benzene (9.56 ml, 70 mmol) was added, and the mixture was stirred at room temperature for 72 hours. The mixture was evaporated under reduced pressure and the residue was partitioned between water (300 ml) and dichloromethane (500 ml), and... Starting materials: C(C)C=1C(=NC(=C(N1)C1=CC=2CCCCC2C=C1OC)CC)NC(CCO)C (3-{[3,6-diethyl-5-(3-methoxy-5,6,7,8-tetrahydronaphthalen-2-yl)pyrazin-2-yl]amino}butan-1-ol), ICC (iodoethane), IC (iodomethane). The product is C(C)C=1C(=NC(=C(N1)C1=CC=2CCCCC2C=C1OC)CC)NC(CCOC)C (3,6-diethyl-N-(3-methoxy-1-methylpropyl)-5-(3-methoxy-5,6,7,8-tetrahydronaphthalen-2-yl)pyrazin-2-amine). Yield: 87.0%. RXN SMILES: [CH2:1]([C:3]1[C:4]([NH:23][CH:24]([CH3:28])[CH2:25][CH2:26][OH:27])=[N:5][C:6]([CH2:21][CH3:22])=[C:7]([C:9]2[C:18]([O:19][CH3:20])=[CH:17][C:16]3[CH2:15][CH2:14][CH2:13][CH2:12][C:11]=3[CH:10]=2)[N:8]=1)[CH3:2].I[CH2:30]C.IC>>[CH2:1]([C:3]1[C:4]([NH:23][CH:24]([CH3:28])[CH2:25][CH2:26][O:27][CH3:30])=[N:5][C:6]([CH2:21][CH3:22])=[C:7]([C:9]2[C:18]([O:19][CH3:20])=[CH:17][C:16]3[CH2:15][CH2:14][CH2:13][CH2:12][C:11]=3[CH:10]=2)[N:8]=1)[CH3:2]. Reported procedure: Following the general procedure of Example 13 Step 3 and making non-critical variations but substituting (2S)-2-[(5-bromo-3,6-diethylpyrazin-2-yl)amino]butan-1-ol with 3-{[3,6-diethyl-5-(3-methoxy-5,6,7,8-tetrahydronaphthalen-2-yl)pyrazin-2-yl]amino}butan-1-ol (Example 39, 95 mg, 0.24 mmol) and iodoethane with iodomethane the reaction was carried out and gave 108 mg of a crude yellow oil. This material was purified by Biotage MPLC (40 g column, 20% ethyl acetate in heptane) to give 85 mg (87%) o... The solvent is O1CCOCC1 (1,4-dioxane). Procedure: In a sealed tube, (4-Isopropoxy-phenyl)-(7H-pyrrolo[2,3-d]pyrimidin-2-yl)-amine (350 mg, 1.17 mmol), 4-bromophenylmethylsulfone (552 mg, 2.35 mmol), CuI (68.4 mg, 0.352 mmol), and K3PO4 (763 mg, 3.52 mmol) are suspended in 1,4-dioxane (10 mL). Then, trans-1,2-diaminocyclohexane (42.7 μL, 0.352 mmol) is added at rt. The reaction vial is flushed with Ar and the mixture is heated to 110° C. for 6 h. After cooling to rt, the reaction mixture is diluted with EtOAc and the organic layer is washed with... RXN SMILES: [CH:1]([O:4][C:5]1[CH:10]=[CH:9][C:8]([NH:11][C:12]2[N:13]=[CH:14][C:15]3[CH:20]=[CH:19][NH:18][C:16]=3[N:17]=2)=[CH:7][CH:6]=1)([CH3:3])[CH3:2].BrC1C=CC([CH2:28][S:29](CC2C=CC(Br)=CC=2)(=[O:31])=[O:30])=CC=1.[O-]P([O-])([O-])=O.[K+].[K+].[K+].N[C@@H:49]1[CH2:54][CH2:53][CH2:52][CH2:51][C@H:50]1N>O1CCOCC1.[Cu]I>[CH:1]([O:4][C:5]1[CH:6]=[CH:7][C:8]([NH:11][C:12]2[N:13]=[CH:14][C:15]3[CH:20]=[CH:19][N:18]([C:53]4[CH:52]=[CH:51][C:50]([S:29]([CH3:28])(=[O:31])=[O:30])=[CH:49][CH:54]=4)[C:16]=3[N:17]=2)=[CH:9][CH:10]=1)([CH3:3])[CH3:2] |f:2.3.4.5|. The product is C(C)(C)OC1=CC=C(C=C1)NC=1N=CC2=C(N1)N(C=C2)C2=CC=C(C=C2)S(=O)(=O)C ((4-Isopropoxy-phenyl)-[7-(4-methanesulfonyl-phenyl)-7H-pyrrolo[2,3-d]pyrimidin-2-yl]-amine). Reaction conditions: temperature 110 celsius. Reagents/catalysts: [Cu]I (CuI). Reactants: C(C)(C)OC1=CC=C(C=C1)NC=1N=CC2=C(N1)NC=C2 ((4-Isopropoxy-phenyl)-(7H-pyrrolo[2,3-d]pyrimidin-2-yl)-amine), BrC1=CC=C(C=C1)CS(=O)(=O)CC1=CC=C(C=C1)Br (4-bromophenylmethylsulfone), [O-]P(=O)([O-])[O-].[K+].[K+].[K+] (K3PO4), N[C@H]1[C@@H](CCCC1)N (trans-1,2-diaminocyclohexane). Starting materials: NC(=O)C1(NC(=O)OCc2ccccc2)CC1, Clc1nc(Cl)nc(Cl)n1, CN(C)C=O. The product is N#CC1(NC(=O)OCc2ccccc2)CC1. RXN SMILES: [CH2:1]([c:2]1[cH:3][cH:4][cH:5][cH:6][cH:7]1)[O:8][C:9]([NH:10][C:11]1([C:14]([NH2:15])=[O:16])[CH2:12][CH2:13]1)=[O:17].[Cl:18][c:19]1[n:20][c:21]([Cl:22])[n:23][c:24]([Cl:25])[n:26]1.[O:27]=[CH:28][N:29]([CH3:30])[CH3:31]>>[CH2:1]([c:2]1[cH:3][cH:4][cH:5][cH:6][cH:7]1)[O:8][C:9]([NH:10][C:11]1([C:14]#[N:15])[CH2:12][CH2:13]1)=[O:17]. Reactants: C(C)(=O)C1C(CCC1)=O (2-acetylcyclopentanone), NC1=NC(=NN1)CO ((5-Amino-1H-[1,2,4]triazol-3-yl)-methanol). Run in COCCO (2-methoxyethanol). Run at temperature 23 celsius. Product: CC1=C2C(=NC=3N1N=C(N3)CO)CCC2 ((8-Methyl-6,7-dihydro-5H-cyclopenta[d][1,2,4]triazolo[1,5-a]pyrimidin-2-yl)-methanol). Yield: 32.7%. As a reaction SMILES: [C:1]([CH:4]1[CH2:8][CH2:7][CH2:6][C:5]1=O)(=O)[CH3:2].[NH2:10][C:11]1[NH:15][N:14]=[C:13]([CH2:16][OH:17])[N:12]=1>COCCO>[CH3:2][C:1]1[N:15]2[N:14]=[C:13]([CH2:16][OH:17])[N:12]=[C:11]2[N:10]=[C:5]2[CH2:6][CH2:7][CH2:8][C:4]=12. Procedure details: To a round bottomed flask was loaded 3.78 grams of 2-acetylcyclopentanone, 3.52 grams of (5-Amino-1H-[1,2,4]triazol-3-yl)-methanol and 50 ml 2-methoxyethanol. The mixture was refluxed for 18 hours. Then it was cooled down to 23° C. and concentrated to 5 ml. Then 50 ml ethyl ether was added and the precipitate was filtered and vacuum dried to yielded 2.0 grams of product. This compound was used directly for the next step. MS: 205.2 (M+H). H-NMR (DMSO): δ 5.55 (t, 1H, OH, J=6.2 Hz), 4.63 (d, 2H, J... Starting materials: C(C)(=O)O[C@H]1[C@H](OC(C2=CC=CC=C2)=O)[C@H](OC(C2=CC=CC=C2)=O)[C@H](O1)COC(C1=CC=CC=C1)=O (1-O-acetyl-2,3,5-tri-O-benzoyl-β-D-ribofuranose), OC1=C2CCCC(C2=CC=C1)=O (5-hydroxy-1-tetralone), B(F)(F)F (boron trifluoride). Solvent: ClCCl (dichloromethane). Yields the product C(C1=CC=CC=C1)(=O)O[C@H]1[C@H](OC2=C3CCCC(C3=CC=C2)=O)O[C@@H]([C@H]1OC(C1=CC=CC=C1)=O)COC(C1=CC=CC=C1)=O (1-tetralone-5-yl 2,3,5-tri-O-benzoyl-β-D-ribofuranoside). The yield is 67.7%. Reaction SMILES: [C:1]([O:4][C@@H:5]1[O:27][C@H:26]([CH2:28][O:29][C:30](=[O:37])[C:31]2[CH:36]=[CH:35][CH:34]=[CH:33][CH:32]=2)[C@@H:16]([O:17][C:18](=[O:25])[C:19]2[CH:24]=[CH:23][CH:22]=[CH:21][CH:20]=2)[C@H:6]1[O:7][C:8](=[O:15])[C:9]1[CH:14]=[CH:13][CH:12]=[CH:11][CH:10]=1)(=O)[CH3:2].[OH:38][C:39]1[CH:48]=[CH:47][CH:46]=[C:45]2[C:40]=1[CH2:41][CH2:42]CC2=O.B(F)(F)F>ClCCl>[C:8]([O:7][C@@H:6]1[C@H:28]([O:29][C:30](=[O:37])[C:31]2[CH:36]=[CH:35][CH:34]=[CH:33][CH:32]=2)[C@@H:26]([CH2:16][O:17][C:18](=[O:25])[C:19]2[CH:20]=[CH:21][CH:22]=[CH:23][CH:24]=2)[O:27][C@H:5]1[O:4][C:1]1[CH:2]=[CH:42][CH:41]=[C:40]2[C:45]=1[CH2:46][CH2:47][CH2:48][C:39]2=[O:38])(=[O:15])[C:9]1[CH:14]=[CH:13][CH:12]=[CH:11][CH:10]=1. Procedure: A solution of 1-O-acetyl-2,3,5-tri-O-benzoyl-β-D-ribofuranose (426 mg, 0.84 mmol), 5-hydroxy-1-tetralone (122 mg, 0.75 mmol) and boron trifluoride diethyletherate (120 mg, 0.84 mmol, 106 μl) in dichloromethane (4 ml) was stirred at room temperature, under argon for 19 hours. Work-up as for Stage 1 in Example 1 then flash chromatography on silica gel (eluting with 2% acetone in toluene) gave the title compound as a colourless oil (308 mg of approx. 51% purity). Reactants: C1CCNCC1, C1CCOC1, CC(=O)O, CO, O=Cc1ccc2nc(N3CCN(C4CC4)CC3)sc2c1. The product is c1cc2nc(N3CCN(C4CC4)CC3)sc2cc1CN1CCCCC1. As a reaction SMILES: [CH2:21]1[CH2:22][CH2:23][NH:24][CH2:25][CH2:26]1.[CH2:33]1[O:34][CH2:35][CH2:36][CH2:37]1.[CH3:27][C:28](=[O:29])[OH:30].[CH3:31][OH:32].[CH:1]1([N:4]2[CH2:5][CH2:6][N:7]([c:10]3[s:11][c:12]4[c:13]([n:14]3)[cH:15][cH:16][c:17]([CH:19]=[O:20])[cH:18]4)[CH2:8][CH2:9]2)[CH2:2][CH2:3]1>>[CH:1]1([N:4]2[CH2:5][CH2:6][N:7]([c:10]3[s:11][c:12]4[c:13]([n:14]3)[cH:15][cH:16][c:17]([CH2:19][N:24]3[CH2:23][CH2:22][CH2:21][CH2:26][CH2:25]3)[cH:18]4)[CH2:8][CH2:9]2)[CH2:2][CH2:3]1.